Dataset: the Open Reaction Database (ORD), a public repository of structured organic reaction records. Task: describe an organic reaction: reactants, conditions, products, and yield Reactants: CC(C)(C)OC(=O)NCc1cccc2nccn12, CN(C)c1ccncc1, ClC(Cl)Cl, O=C(Cl)C(Cl)(Cl)Cl, [Na+], O=C([O-])O. Product: CC(C)(C)OC(=O)N1Cc2cccc3ncc(n23)C1=O. As a reaction SMILES: [C:1]([CH3:2])([CH3:3])([CH3:4])[O:5][C:6](=[O:7])[NH:8][CH2:9][c:10]1[cH:11][cH:12][cH:13][c:14]2[n:15]1[cH:16][cH:17][n:18]2.[CH3:31][N:32]([c:33]1[cH:34][cH:35][n:36][cH:37][cH:38]1)[CH3:39].[CH:40]([Cl:41])([Cl:42])[Cl:43].[Cl:19][C:20]([C:21](=[O:22])[Cl:25])([Cl:23])[Cl:24].[Na+:26].[OH:27][C:28](=[O:29])[O-:30]>>[C:1]([CH3:2])([CH3:3])([CH3:4])[O:5][C:6](=[O:7])[N:8]1[CH2:9][c:10]2[cH:11][cH:12][cH:13][c:14]3[n:15]2[c:16]([cH:17][n:18]3)[C:21]1=[O:22]. Starting materials: COC(N[C@H](C(=O)NC1=C(C=CC=C1)CC[C@@H](CO[Si](C1=CC=CC=C1)(C1=CC=CC=C1)C(C)(C)C)NC(=O)OC(C)(C)C)C(C1=CC=CC=C1)C1=CC=CC=C1)=O (methyl[(2S)-1-({2-[(3S)-3-[(tert-butoxycarbonyl)amino]-4-{[tert-butyl(diphenyl)silyl]oxy}butyl]phenyl}amino)-1-oxo-3,3-diphenylpropan-2-yl]carbamate), C(=O)(C(F)(F)F)O (TFA), final solution. Run in C(Cl)Cl (DCM). Product: N[C@@H](CCC1=C(C=CC=C1)NC([C@@H](NC(=O)OC)C(C1=CC=CC=C1)C1=CC=CC=C1)=O)CO[Si](C1=CC=CC=C1)(C1=CC=CC=C1)C(C)(C)C (N-{2-[(3S)-3-amino-4-{[tert-butyl(diphenyl)silyl]oxy}butyl]phenyl}-Nα-(methoxycarbonyl)-β-phenyl-L-phenylalaninamide). Isolated yield 95.4%. Reaction SMILES: [CH3:1][O:2][C:3](=[O:58])[NH:4][C@@H:5]([CH:45]([C:52]1[CH:57]=[CH:56][CH:55]=[CH:54][CH:53]=1)[C:46]1[CH:51]=[CH:50][CH:49]=[CH:48][CH:47]=1)[C:6]([NH:8][C:9]1[CH:14]=[CH:13][CH:12]=[CH:11][C:10]=1[CH2:15][CH2:16][C@H:17]([NH:37]C(OC(C)(C)C)=O)[CH2:18][O:19][Si:20]([C:33]([CH3:36])([CH3:35])[CH3:34])([C:27]1[CH:32]=[CH:31][CH:30]=[CH:29][CH:28]=1)[C:21]1[CH:26]=[CH:25][CH:24]=[CH:23][CH:22]=1)=[O:7].C(O)(C(F)(F)F)=O>C(Cl)Cl>[NH2:37][C@H:17]([CH2:18][O:19][Si:20]([C:33]([CH3:36])([CH3:35])[CH3:34])([C:21]1[CH:26]=[CH:25][CH:24]=[CH:23][CH:22]=1)[C:27]1[CH:32]=[CH:31][CH:30]=[CH:29][CH:28]=1)[CH2:16][CH2:15][C:10]1[CH:11]=[CH:12][CH:13]=[CH:14][C:9]=1[NH:8][C:6](=[O:7])[C@H:5]([CH:45]([C:52]1[CH:53]=[CH:54][CH:55]=[CH:56][CH:57]=1)[C:46]1[CH:51]=[CH:50][CH:49]=[CH:48][CH:47]=1)[NH:4][C:3]([O:2][CH3:1])=[O:58]. Procedure details: Compound methyl[(2S)-1-({2-[(3S)-3-[(tert-butoxycarbonyl)amino]-4-{[tert-butyl(diphenyl)silyl]oxy}butyl]phenyl}amino)-1-oxo-3,3-diphenylpropan-2-yl]carbamate (7, 305.4 mg, 0.382 mmol) was dissolved in a cold mixture of DCM (3 ml) and TFA (1 mL, 12.98 mmol) and the final solution stirred at 0° C. for 1.5 h, quenched at 0° C. by slow addition of saturated NaHCO3, then diluted with DCM, washed with saturated NaHCO3, dried over MgSO4, filtered and concentrated to afford 255 mg (95% yield) of the tit... The reactants are Br, COCCn1c(C)c(C)sc1=N, CSc1ccc(Cl)c(C(=O)O)c1. Product: COCCn1c(C)c(C)sc1=NC(=O)c1cc(SC)ccc1Cl. As a reaction SMILES: [BrH:1].[CH3:2][O:3][CH2:4][CH2:5][n:6]1[c:7](=[NH:13])[s:8][c:9]([CH3:12])[c:10]1[CH3:11].[Cl:14][c:15]1[c:16]([C:17](=[O:18])[OH:19])[cH:20][c:21]([S:24][CH3:25])[cH:22][cH:23]1>>[CH3:2][O:3][CH2:4][CH2:5][n:6]1[c:7](=[N:13][C:17]([c:16]2[c:15]([Cl:14])[cH:23][cH:22][c:21]([S:24][CH3:25])[cH:20]2)=[O:18])[s:8][c:9]([CH3:12])[c:10]1[CH3:11]. Starting materials: N1(CCC1)CC1=CC=C(C=C1)[N+](=O)[O-] (4-(azetidin-1-yl-methyl)-nitrobenzene). Reagents/catalysts: [Ni] (Raney nickel). The product is N1(CCC1)CC1=CC=C(N)C=C1 (4-(Azetidin-1-yl-methyl)-aniline). Reaction SMILES: [N:1]1([CH2:5][C:6]2[CH:11]=[CH:10][C:9]([N+:12]([O-])=O)=[CH:8][CH:7]=2)[CH2:4][CH2:3][CH2:2]1>[Ni]>[N:1]1([CH2:5][C:6]2[CH:11]=[CH:10][C:9]([NH2:12])=[CH:8][CH:7]=2)[CH2:2][CH2:3][CH2:4]1. Procedure: Prepared analogously to Example 55 by catalytic hydrogenation of 4-(azetidin-1-yl-methyl)-nitrobenzene with Raney nickel as a light brown oil. Starting materials: Cl.BrC1=C(C=CC=C1)NN (2-bromophenylhydrazine hydrochloride), C(=O)N (formamide), ClCCl (dichloromethane). Conditions: temperature 140 celsius. The product is BrC1=C(C=CC=C1)N1N=CN=C1 (1-(2-bromophenyl)-1H-[1,2,4]triazole). As a reaction SMILES: Cl.[Br:2][C:3]1[CH:8]=[CH:7][CH:6]=[CH:5][C:4]=1[NH:9][NH2:10].Cl[CH2:12]Cl.[CH:14]([NH2:16])=O>>[Br:2][C:3]1[CH:8]=[CH:7][CH:6]=[CH:5][C:4]=1[N:9]1[CH:14]=[N:16][CH:12]=[N:10]1 |f:0.1|. Reported procedure: A suspension of 2-bromophenylhydrazine hydrochloride (5.0 g, 22 mmol) in formamide (10 ml) was heated at 140° C. for 16 h. The reaction mixture was cooled to ambient temperature, diluted into dichloromethane (50 ml) and washed with water (3×20 ml). The organic phase was dried over anhydrous magnesium sulfate, filtered and evaporated to dryness. Purification by chromatography on silica gel eluting with dichloromethane gave 1-(2-bromophenyl)-1H-[1,2,4]triazole (4.80 g) as a tan solid: δH (400 MHz,... The reactants are O=C([O-])[O-], [Cu], O=[N+]([O-])c1ccccc1F, [K+], [K+], Nc1ccccc1[N+](=O)[O-], Cc1ccccc1C. Product: O=[N+]([O-])c1ccccc1Nc1ccccc1F. Reaction SMILES: [C:21](=[O:22])([O-:23])[O-:24].[Cu:27].[F:11][c:12]1[c:13]([N+:18]([O-:19])=[O:20])[cH:14][cH:15][cH:16][cH:17]1.[K+:25].[K+:26].[N+:1](=[O:2])([O-:3])[c:4]1[c:5]([NH2:6])[cH:7][cH:8][cH:9][cH:10]1.[c:28]1([CH3:29])[c:30]([CH3:31])[cH:32][cH:33][cH:34][cH:35]1>>[N+:1](=[O:2])([O-:3])[c:4]1[c:5]([NH:6][c:13]2[c:12]([F:11])[cH:17][cH:16][cH:15][cH:14]2)[cH:7][cH:8][cH:9][cH:10]1. The reactants are O=C(O)C(=O)O, CCOP(=O)(CN)OCC, O=S(=O)(Cl)c1cc(Cl)cc(Cl)c1, Cl, [Na+], C1CCOC1, [OH-]. Yields the product CCOP(=O)(CNS(=O)(=O)c1cc(Cl)cc(Cl)c1)OCC. RXN SMILES: [C:3]([OH:4])(=[O:5])[C:6]([OH:7])=[O:8].[CH2:9]([CH3:10])[O:11][P:12]([O:13][CH2:14][CH3:15])(=[O:16])[CH2:17][NH2:18].[Cl:19][c:20]1[cH:21][c:22]([S:27](=[O:28])(=[O:29])[Cl:30])[cH:23][c:24]([Cl:26])[cH:25]1.[ClH:31].[Na+:2].[O:32]1[CH2:33][CH2:34][CH2:35][CH2:36]1.[OH-:1]>>[CH2:9]([CH3:10])[O:11][P:12]([O:13][CH2:14][CH3:15])(=[O:16])[CH2:17][NH:18][S:27]([c:22]1[cH:21][c:20]([Cl:19])[cH:25][c:24]([Cl:26])[cH:23]1)(=[O:28])=[O:29]. Starting materials: C(C(=O)Cl)(=O)Cl (Oxalyl chloride), COCCCCCCCCCCCC(=O)O (12-methoxydodecanoic acid). Run in C1(=CC=CC=C1)C (toluene). Conditions: time 16 hour. Yields the product COCCCCCCCCCCCC(=O)Cl (12-Methoxy-1-dodecanoyl Chloride). Isolated yield 99.9%. Reaction SMILES: [C:1](Cl)(=O)[C:2]([Cl:4])=[O:3].[CH3:7][O:8][CH2:9][CH2:10][CH2:11][CH2:12][CH2:13][CH2:14][CH2:15][CH2:16][CH2:17][CH2:18]CC(O)=O>C1(C)C=CC=CC=1>[CH3:7][O:8][CH2:9][CH2:10][CH2:11][CH2:12][CH2:13][CH2:14][CH2:15][CH2:16][CH2:17][CH2:18][CH2:1][C:2]([Cl:4])=[O:3]. Procedure: Oxalyl chloride (16.0 g, 70 mmol) was added dropwise to a solution of 12-methoxydodecanoic acid (9.8 g, 77 mmol) in 300 mL of anhydrous toluene. After stirring at room temperature for 16 hours the solvent was removed on a rotary evaporator. The residue was taken up in anhydrous toluene and concentrated to give the title compound (17.4 g) as a yellow liquid. The structure was verified by infrared spectroscopy (1796 cm-1) and NMR.